From a dataset of the Open Reaction Database (ORD), a public repository of structured organic reaction records. describe an organic reaction: reactants, conditions, products, and yield The product is NNC(=O)C1CCC(Oc2cccc3ccccc23)CC1. Reaction SMILES: [CH3:1][O:2][C:3](=[O:4])[CH:5]1[CH2:6][CH2:7][CH:8]([O:11][c:12]2[cH:13][cH:14][cH:15][c:16]3[cH:17][cH:18][cH:19][cH:20][c:21]23)[CH2:9][CH2:10]1.[CH3:25][OH:26].[NH2:23][NH2:24].[OH2:22]>>[O:2]=[C:3]([CH:5]1[CH2:6][CH2:7][CH:8]([O:11][c:12]2[cH:13][cH:14][cH:15][c:16]3[cH:17][cH:18][cH:19][cH:20][c:21]23)[CH2:9][CH2:10]1)[NH:23][NH2:24]. Starting materials: COC(=O)C1CCC(Oc2cccc3ccccc23)CC1, CO, NN, O. Reactants: O=C1CCC(N2Cc3c(OCc4ccc(CBr)cc4)cccc3C2=O)C(=O)N1, CCN(C(C)C)C(C)C, ClCCl, Cl, FC1(F)CCNC1. The product is O=C1CCC(N2Cc3c(OCc4ccc(CN5CCC(F)(F)C5)cc4)cccc3C2=O)C(=O)N1. Reaction SMILES: [Br:1][CH2:2][c:3]1[cH:4][cH:5][c:6]([CH2:7][O:8][c:9]2[c:10]3[c:14]([cH:15][cH:16][cH:17]2)[C:13](=[O:18])[N:12]([CH:19]2[C:20](=[O:26])[NH:21][C:22](=[O:25])[CH2:23][CH2:24]2)[CH2:11]3)[cH:27][cH:28]1.[CH:37]([N:38]([CH2:39][CH3:40])[CH:41]([CH3:42])[CH3:43])([CH3:44])[CH3:45].[Cl:46][CH2:47][Cl:48].[ClH:29].[F:30][C:31]1([F:36])[CH2:32][NH:33][CH2:34][CH2:35]1>>[CH2:2]([c:3]1[cH:4][cH:5][c:6]([CH2:7][O:8][c:9]2[c:10]3[c:14]([cH:15][cH:16][cH:17]2)[C:13](=[O:18])[N:12]([CH:19]2[C:20](=[O:26])[NH:21][C:22](=[O:25])[CH2:23][CH2:24]2)[CH2:11]3)[cH:27][cH:28]1)[N:33]1[CH2:32][C:31]([F:30])([F:36])[CH2:35][CH2:34]1. The reactants are BrC=1C=C(C(C(=O)OC)=CC1)C(=O)OC (dimethyl 4-bromophthalate), [N+](=O)([O-])C=1C=C(C=CC1)B(O)O (3-nitrophenylboronic acid). Reagents/catalysts: C1(=CC=CC=C1)P(C1=CC=CC=C1)(C1=CC=CC=C1)[Pd-4](P(C1=CC=CC=C1)(C1=CC=CC=C1)C1=CC=CC=C1)(P(C1=CC=CC=C1)(C1=CC=CC=C1)C1=CC=CC=C1)P(C1=CC=CC=C1)(C1=CC=CC=C1)C1=CC=CC=C1 (tetrakis(triphenylphosphino)palladium(0)). The product is COC(=O)C=1C=C(C=CC1C(=O)OC)C1=CC(=CC=C1)[N+](=O)[O-] (3′-Nitro-[1,1′-biphenyl]-3,4-dicarboxylic acid dimethyl ester). As a reaction SMILES: Br[C:2]1[CH:3]=[C:4]([C:12]([O:14][CH3:15])=[O:13])[C:5](=[CH:10][CH:11]=1)[C:6]([O:8][CH3:9])=[O:7].[N+:16]([C:19]1[CH:20]=[C:21](B(O)O)[CH:22]=[CH:23][CH:24]=1)([O-:18])=[O:17]>C1(P([Pd-4](P(C2C=CC=CC=2)(C2C=CC=CC=2)C2C=CC=CC=2)(P(C2C=CC=CC=2)(C2C=CC=CC=2)C2C=CC=CC=2)P(C2C=CC=CC=2)(C2C=CC=CC=2)C2C=CC=CC=2)(C2C=CC=CC=2)C2C=CC=CC=2)C=CC=CC=1>[CH3:15][O:14][C:12]([C:4]1[CH:3]=[C:2]([C:23]2[CH:22]=[CH:21][CH:20]=[C:19]([N+:16]([O-:18])=[O:17])[CH:24]=2)[CH:11]=[CH:10][C:5]=1[C:6]([O:8][CH3:9])=[O:7])=[O:13]. Procedure: n.m.r. δ values include 3.93 (s, 3 H), 3.94 (s, 3 H), 7.65 (t, 1 H), 7.78 (dd, 1 H), 7.86 (d, 1 H), 7.92-7.95 (m, 2 H), 8.26 (dd, 1 H), 8.46 (t, 1 H); from dimethyl 4-bromophthalate (1.80 g), tetrakis(triphenylphosphino)palladium(0) (246 mg) and 3-nitrophenylboronic acid (1.3 g) The product is N[C@@H](CCCCN)C(=O)O (Lysine). Reaction SMILES: Cl.[NH2:2][C@H:3]([C:9]([OH:11])=[O:10])[CH2:4][CH2:5][CH2:6][CH2:7][NH2:8].C(O)(=O)CCCCCCCCCCCCCCCCC>>[NH2:2][C@H:3]([C:9]([OH:11])=[O:10])[CH2:4][CH2:5][CH2:6][CH2:7][NH2:8] |f:0.1|. The reactants are Cl.N[C@@H](CCCCN)C(=O)O (lysine hydrochloride), C(CCCCCCCCCCCCCCCCC)(=O)O (stearic acid), Arbocel cellulose, ethylcellulose. Procedure: 800 g of lysine hydrochloride, 120 g of stearic acid, 60 g of Arbocel cellulose and 20 g of ethylcellulose are thus mixed together.